This data is from the Open Reaction Database (ORD), a public repository of structured organic reaction records. The task is: describe an organic reaction: reactants, conditions, products, and yield Starting materials: S(=O)(Cl)Cl (thionylchloride), C(CCCCCCCCCCCCC)OC1=CC=C(C=C1)CC(=O)O (p-tetradecyloxyphenylacetic acid). Run in C1=CC=CC=C1 (benzene). The product is C(CCCCCCCCCCCCC)OC1=CC=C(C=C1)CC(=O)Cl (p-tetradecyloxyphenylacetylchloride). As a reaction SMILES: [CH2:1]([O:15][C:16]1[CH:21]=[CH:20][C:19]([CH2:22][C:23]([OH:25])=O)=[CH:18][CH:17]=1)[CH2:2][CH2:3][CH2:4][CH2:5][CH2:6][CH2:7][CH2:8][CH2:9][CH2:10][CH2:11][CH2:12][CH2:13][CH3:14].S(Cl)([Cl:28])=O>C1C=CC=CC=1>[CH2:1]([O:15][C:16]1[CH:21]=[CH:20][C:19]([CH2:22][C:23]([Cl:28])=[O:25])=[CH:18][CH:17]=1)[CH2:2][CH2:3][CH2:4][CH2:5][CH2:6][CH2:7][CH2:8][CH2:9][CH2:10][CH2:11][CH2:12][CH2:13][CH3:14]. Reported procedure: A solution of 10.0 g. p-tetradecyloxyphenylacetic acid in 100 ml. absolute benzene is treated with 19.9 g thionylchloride and refluxed for 2.5 hours. The reaction mixture is then evaporated under vacuum (i.v.) and azeotroped several times with benzene to remove residual thionylchloride, to obtain crude p-tetradecyloxyphenylacetylchloride, which may be used in Step E, below, without further refining. The reactants are C(C1=CC=CC=C1)N1C[C@@H]2[C@H](C1)[C@@H](CC2)O ((3aR,4R,6aS)-2-benzyloctahydrocyclopenta[c]pyrrol-4-ol), Pd(OH)2—C, stainless steel, [H][H] (hydrogen). The solvent is C(C)O (ethanol). Yields the product C1NC[C@H]2[C@@H]1CC[C@H]2O ((3aR,4R,6aS)-octahydrocyclopenta[c]pyrrol-4-ol). RXN SMILES: C([N:8]1[CH2:12][C@@H:11]2[C@H:13]([OH:16])[CH2:14][CH2:15][C@@H:10]2[CH2:9]1)C1C=CC=CC=1.[H][H]>C(O)C>[CH2:9]1[C@H:10]2[CH2:15][CH2:14][C@@H:13]([OH:16])[C@H:11]2[CH2:12][NH:8]1. Reported procedure: (3aR,4R,6aS)-2-Benzyloctahydrocyclopenta[c]pyrrol-4-ol (2.88 g, 13.25 mmol) from Step 1 and ethanol (40 mL) were added to 20% Pd(OH)2—C, wet (0.576 g, 4.10 mmol) in a 250 mL stainless steel pressure bottle and stirred for 2 hours under 30 psi hydrogen gas at 50° C. The mixture was filtered through a nylon membrane and the solvent was removed in vacuo to give (3aR,4R,6aS)-octahydrocyclopenta[c]pyrrol-4-ol: 1H NMR (500 MHz, pyridine-d5) δ ppm 4.82 (s, 4H), 4.37 (dd, J=10.5, 4.8, 1H), 3.52 (dd, J=1... Reactants: COCCOc1ccc(OB([O-])[O-])cc1, CN(Cc1ccc(NC(=O)C2=Cc3cc(Br)ccc3S(=O)(=O)CC2)cc1)C1CCOCC1, O=C([O-])[O-], CCO, [K+], [K+], O, Cc1ccccc1. Yields the product COCCOc1ccc(-c2ccc3c(c2)C=C(C(=O)Nc2ccc(CN(C)C4CCOCC4)cc2)CCS3(=O)=O)cc1. Reaction SMILES: [B:33]([O-:34])([O-:46])[O:47][c:35]1[cH:36][cH:37][c:38]([O:41][CH2:42][CH2:43][O:44][CH3:45])[cH:39][cH:40]1.[Br:1][c:2]1[cH:3][cH:4][c:5]2[c:6]([cH:32]1)[CH:7]=[C:8]([C:14](=[O:15])[NH:16][c:17]1[cH:18][cH:19][c:20]([CH2:23][N:24]([CH:25]3[CH2:26][CH2:27][O:28][CH2:29][CH2:30]3)[CH3:31])[cH:21][cH:22]1)[CH2:9][CH2:10][S:11]2(=[O:12])=[O:13].[C:48](=[O:49])([O-:50])[O-:51].[CH2:55]([OH:56])[CH3:57].[K+:52].[K+:53].[OH2:54].[c:58]1([CH3:59])[cH:60][cH:61][cH:62][cH:63][cH:64]1>>[c:2]1(-[c:35]2[cH:36][cH:37][c:38]([O:41][CH2:42][CH2:43][O:44][CH3:45])[cH:39][cH:40]2)[cH:3][cH:4][c:5]2[c:6]([cH:32]1)[CH:7]=[C:8]([C:14](=[O:15])[NH:16][c:17]1[cH:18][cH:19][c:20]([CH2:23][N:24]([CH:25]3[CH2:26][CH2:27][O:28][CH2:29][CH2:30]3)[CH3:31])[cH:21][cH:22]1)[CH2:9][CH2:10][S:11]2(=[O:12])=[O:13].